From a dataset of the Open Reaction Database (ORD), a public repository of structured organic reaction records. describe an organic reaction: reactants, conditions, products, and yield Run in O1CCCC1 (tetrahydrofuran), C(C)(=O)O (acetic acid). Reaction conditions: time 8 hour. Yield: 37.0%. As a reaction SMILES: [Br:1][C:2]1[CH:3]=[CH:4][C:5]([F:9])=[C:6]([OH:8])[CH:7]=1.[CH3:10][N:11]1[C:15]([CH2:16]O)=[N:14][CH:13]=[N:12]1.C1(P(C2C=CC=CC=2)C2C=CC=CC=2)C=CC=CC=1.N(C(OC(C)C)=O)=NC(OC(C)C)=O>O1CCCC1.C(O)(=O)C>[Br:1][C:2]1[CH:3]=[CH:4][C:5]([F:9])=[C:6]([CH:7]=1)[O:8][CH2:16][C:15]1[N:11]([CH3:10])[N:12]=[CH:13][N:14]=1. The product is BrC=1C=CC(=C(OCC2=NC=NN2C)C1)F (5-(5-bromo-2-fluoro-phenoxymethyl)-1-methyl-1H-[1,2,4]triazole). Procedure details: A cooled (0° C.) solution of 5-bromo-2-fluorophenol, (2-methyl-2H-[1,2,4]triazol-3-yl)methanol and triphenylphosphine in tetrahydrofuran was treated dropwise with diisopropyl azodicarboxylate over 10 min. The resulting mixture was stirred overnight and then acetic acid was added. The reaction mixture was evaporated to dryness and the residue was partitioned between ethyl acetate and 0.01N sodium hydroxide solution. The organic phase was washed with water and brine, dried over anhydrous magnesium... Starting materials: N(=NC(=O)OC(C)C)C(=O)OC(C)C (diisopropyl azodicarboxylate), BrC=1C=CC(=C(C1)O)F (5-bromo-2-fluorophenol), CN1N=CN=C1CO ((2-methyl-2H-[1,2,4]triazol-3-yl)methanol), C1(=CC=CC=C1)P(C1=CC=CC=C1)C1=CC=CC=C1 (triphenylphosphine). Reactants: Cc1ccccc1, CC(C)N(CCNC(=O)n1ccnc1)C(C)C, CC(C)O, ClCCl, NCc1nc(NCC(c2ccccc2)c2ccccc2)c2ncn(C3OC(CO)C(O)C3O)c2n1. The product is CC(C)N(CCNC(=O)NCc1nc(NCC(c2ccccc2)c2ccccc2)c2ncn(C3OC(CO)C(O)C3O)c2n1)C(C)C. As a reaction SMILES: [CH3:53][c:54]1[cH:55][cH:56][cH:57][cH:58][cH:59]1.[CH:1]([CH3:2])([CH3:3])[N:4]([CH2:5][CH2:6][NH:7][C:8](=[O:9])[n:10]1[cH:11][cH:12][n:13][cH:14]1)[CH:15]([CH3:16])[CH3:17].[CH:60]([OH:61])([CH3:62])[CH3:63].[Cl:64][CH2:65][Cl:66].[NH2:18][CH2:19][c:20]1[n:21][c:22]([NH:38][CH2:39][CH:40]([c:41]2[cH:42][cH:43][cH:44][cH:45][cH:46]2)[c:47]2[cH:48][cH:49][cH:50][cH:51][cH:52]2)[c:23]2[n:24][cH:25][n:26]([CH:29]3[O:30][CH:31]([CH2:36][OH:37])[CH:32]([OH:35])[CH:33]3[OH:34])[c:27]2[n:28]1>>[CH:1]([CH3:2])([CH3:3])[N:4]([CH2:5][CH2:6][NH:7][C:8](=[O:9])[NH:18][CH2:19][c:20]1[n:21][c:22]([NH:38][CH2:39][CH:40]([c:41]2[cH:42][cH:43][cH:44][cH:45][cH:46]2)[c:47]2[cH:48][cH:49][cH:50][cH:51][cH:52]2)[c:23]2[n:24][cH:25][n:26]([CH:29]3[O:30][CH:31]([CH2:36][OH:37])[CH:32]([OH:35])[CH:33]3[OH:34])[c:27]2[n:28]1)[CH:15]([CH3:16])[CH3:17]. Starting materials: Cl (hydrochloric acid), ClC1=CC=C(C2=CC=C(C=C2C(C)=O)[N+](=O)[O-])C=C1 (1-(4′-Chloro-4-nitro-biphen-2-yl)-ethanone), C(C)OC(=O)C1=CC2=C(N(C(=N2)C2=CC(=C(C=C2)N)C=O)C2CCCCC2)C=C1 (2-(4-amino-3-formyl-phenyl)-1-cyclohexyl-1H-benzoimidazole-5-carboxylic acid ethyl ester), [OH-].[K+] (KOH). Solvent: C(C)O (ethanol). Conditions: temperature 75 celsius, time 3 day. The product is NC=1C=C(C(=CC1)C1=CC=C(C=C1)Cl)C1=NC2=CC=C(C=C2C=C1)C1=NC2=C(N1C1CCCCC1)C=CC(=C2)C(=O)O (2-[2-(4-amino-4′-chloro-biphen-2-yl)-quinolin-6-yl]-1-cyclohexyl-1H-benzoimidazole-5-carboxylic acid). Yield: 12.6%. RXN SMILES: [Cl:1][C:2]1[CH:19]=[CH:18][C:5]([C:6]2[C:11]([C:12](=O)[CH3:13])=[CH:10][C:9]([N+:15]([O-])=O)=[CH:8][CH:7]=2)=[CH:4][CH:3]=1.C([O:22][C:23]([C:25]1[CH:48]=[CH:47][C:28]2[N:29]([CH:41]3[CH2:46][CH2:45][CH2:44][CH2:43][CH2:42]3)[C:30]([C:32]3[CH:37]=[CH:36][C:35]([NH2:38])=[C:34]([CH:39]=O)[CH:33]=3)=[N:31][C:27]=2[CH:26]=1)=[O:24])C.[OH-].[K+].Cl>C(O)C>[NH2:15][C:9]1[CH:10]=[C:11]([C:12]2[CH:13]=[CH:39][C:34]3[C:35](=[CH:36][CH:37]=[C:32]([C:30]4[N:29]([CH:41]5[CH2:42][CH2:43][CH2:44][CH2:45][CH2:46]5)[C:28]5[CH:47]=[CH:48][C:25]([C:23]([OH:24])=[O:22])=[CH:26][C:27]=5[N:31]=4)[CH:33]=3)[N:38]=2)[C:6]([C:5]2[CH:18]=[CH:19][C:2]([Cl:1])=[CH:3][CH:4]=2)=[CH:7][CH:8]=1 |f:2.3|. Procedure details: 1-(4′-Chloro-4-nitro-biphen-2-yl)-ethanone (69 mg, 0.25 mmol) and 2-(4-amino-3-formyl-phenyl)-1-cyclohexyl-1H-benzoimidazole-5-carboxylic acid ethyl ester (98 mg, 0.25 mmol) were dissolved in 500 μL ethanol and 500 μL 10% ethanolic KOH were added. The reaction was stirred at 75° C. for 3 days. The reaction was acidified with 4N hydrochloric acid, extracted three times with ethyl acetate, the organic extracts were dried with sodium sulfate and then evaporated. Purification via reverse-phase HPLC ... The reactants are O=C([O-])[O-], CC#N, COc1ccccc1N1CCN(CCCl)CC1, Fc1ccc2[nH]cc(CC3CCNCC3)c2c1, [I-], [K+], [K+], [K+], O. Product: COc1ccccc1N1CCN(CCCN2CCC(Cc3c[nH]c4ccc(F)cc34)CC2)CC1. As a reaction SMILES: [C:1](=[O:2])([O-:3])[O-:4].[CH3:43][C:44]#[N:45].[Cl:26][CH2:27][CH2:28][N:29]1[CH2:30][CH2:31][N:32]([c:35]2[c:36]([O:41][CH3:42])[cH:37][cH:38][cH:39][cH:40]2)[CH2:33][CH2:34]1.[F:9][c:10]1[cH:11][c:12]2[c:13]([CH2:19][CH:20]3[CH2:21][CH2:22][NH:23][CH2:24][CH2:25]3)[cH:14][nH:15][c:16]2[cH:17][cH:18]1.[I-:8].[K+:5].[K+:6].[K+:7].[OH2:46]>>[CH2:1]([N:23]1[CH2:22][CH2:21][CH:20]([CH2:19][c:13]2[c:12]3[cH:11][c:10]([F:9])[cH:18][cH:17][c:16]3[nH:15][cH:14]2)[CH2:25][CH2:24]1)[CH2:27][CH2:28][N:29]1[CH2:30][CH2:31][N:32]([c:35]2[c:36]([O:41][CH3:42])[cH:37][cH:38][cH:39][cH:40]2)[CH2:33][CH2:34]1. The reactants are CO, C[O-], O=CO, CCOC=O, Cl, NCc1ncc(Br)s1, [Na+]. The product is O=CNCc1ncc(Br)s1. Reaction SMILES: [CH3:10][OH:11].[CH3:12][O-:13].[CH:15](=[O:16])[OH:17].[CH:18]([O:19][CH2:20][CH3:21])=[O:22].[ClH:1].[NH2:2][CH2:3][c:4]1[s:5][c:6]([Br:9])[cH:7][n:8]1.[Na+:14]>>[NH:2]([CH2:3][c:4]1[s:5][c:6]([Br:9])[cH:7][n:8]1)[CH:15]=[O:16]. The reactants are S1C=CN2C1=C(C=1C=CC=CC21)C(=O)O (thiazolo[3,2-a]indole-9-carboxylic acid), C(CCC)N1CCC(CC1)CNC(=O)C1=CNC2=CC=CC=C12 (N-[(1-n butyl-4-piperidyl)methyl] indole-3-carboxamide), acid chloride, C1C(CCN2CCCCC12)CN (quinolizidin-2-ylmethylamine). Product: C1C(CCN2CCCCC12)CC1=CN2C(=C(C=3C=CC=CC23)C(=O)N)S1 (Quinolizidin-2-ylmethyl thiazolo[3,2-a]indole-9-carboxamide). As a reaction SMILES: [S:1]1[C:5]2=[C:6]([C:13]([OH:15])=O)[C:7]3[CH:8]=[CH:9][CH:10]=[CH:11][C:12]=3[N:4]2[CH:3]=[CH:2]1.[CH2:16]1[CH:25]2[N:20]([CH2:21][CH2:22][CH2:23][CH2:24]2)[CH2:19][CH2:18][CH:17]1[CH2:26]N.C([N:32]1CCC(CNC(C2C3C(=CC=CC=3)NC=2)=O)CC1)CCC>>[CH2:16]1[CH:25]2[N:20]([CH2:21][CH2:22][CH2:23][CH2:24]2)[CH2:19][CH2:18][CH:17]1[CH2:26][C:2]1[S:1][C:5]2=[C:6]([C:13]([NH2:32])=[O:15])[C:7]3[CH:8]=[CH:9][CH:10]=[CH:11][C:12]=3[N:4]2[CH:3]=1. Procedure details: Thiazolo[3,2-a]indole-9-carboxylic acid (D16) is converted to its acid chloride and reacted with eq-quinolizidin-2-ylmethylamine (D12) using a procedure analogous to that described in Description 1b. The reactants are C(C1=CC=CC=C1)N1CC(CC1)NC1=NC=C(C(=N1)C)/C=C/C(=O)O ((2E)-3-{2-[(1-benzyl-3-pyrrolidinyl)amino]-4-methyl-5-pyrimidinyl}acrylic acid), O1C(CCCC1)ON (O-(tetrahydro-2H-pyran-2-yl)hydroxylamine), C=1C=CC2=C(C1)N=NN2O (HOBt), CCN=C=NCCCN(C)C (EDCI). Run in CN(C)C=O (DMF), C(=O)(C)OCC.O (AcOEt-H2O). Run at time 15 hour. The product is C(C1=CC=CC=C1)N1CC(CC1)NC1=NC=C(C(=N1)C)/C=C/C(=O)NOC1OCCCC1 ((2E)-3-{2-[(1-benzyl-3-pyrrolidinyl)amino]-4-methyl-5-pyrimidinyl}-N-(tetrahydro-2H-pyran-2-yloxy)acrylamide). Yield: 22.3%. As a reaction SMILES: [CH2:1]([N:8]1[CH2:12][CH2:11][CH:10]([NH:13][C:14]2[N:19]=[C:18]([CH3:20])[C:17](/[CH:21]=[CH:22]/[C:23](O)=[O:24])=[CH:16][N:15]=2)[CH2:9]1)[C:2]1[CH:7]=[CH:6][CH:5]=[CH:4][CH:3]=1.[O:26]1[CH2:31][CH2:30][CH2:29][CH2:28][CH:27]1[O:32][NH2:33].C1C=CC2N(O)N=NC=2C=1.CCN=C=NCCCN(C)C>CN(C=O)C.C(OCC)(C)=O.O>[CH2:1]([N:8]1[CH2:12][CH2:11][CH:10]([NH:13][C:14]2[N:19]=[C:18]([CH3:20])[C:17](/[CH:21]=[CH:22]/[C:23]([NH:33][O:32][CH:27]3[CH2:28][CH2:29][CH2:30][CH2:31][O:26]3)=[O:24])=[CH:16][N:15]=2)[CH2:9]1)[C:2]1[CH:7]=[CH:6][CH:5]=[CH:4][CH:3]=1 |f:5.6|. Procedure details: A mixture of A mixture of (2E)-3-{2-[(1-benzyl-3-pyrrolidinyl)amino]-4-methyl-5-pyrimidinyl}acrylic acid (693 mg), O-(tetrahydro-2H-pyran-2-yl)hydroxylamine (264 mg), HOBt (290 mg) and EDCI (334 mg) in DMF (20 ml) was stirred at ambient temperature for 15 hours. The reaction mixture was poured into a mixture of AcOEt-H2O and the organic layer was washed with brine and dried over MgSO4. The solvent was evaporated in vacuo and the residue was chromatographed on silicagel eluting with AcOEt-MeOH (9...